From a dataset of the Open Reaction Database (ORD), a public repository of structured organic reaction records. describe an organic reaction: reactants, conditions, products, and yield Procedure: Via N-[1-(2-chloro-4-morpholin-4-yl-thieno[3,2-d]pyrimidin-6-ylmethyl)-piperidin-4-yl]-N-methyl-methanesulfonamide, prepared from N-methyl-N-piperidin-4-yl-methanesulfonamide. The amine, N-methyl-N-piperidin-4-yl-methanesulfonamide, was prepared by treatment of 4-methylamino-piperidine-1-carboxylic acid tert-butyl ester with methanesulfonyl chloride, analogous to 128. Starting materials: ClC=1N=C(C2=C(N1)C=C(S2)CN2CCC(CC2)N(S(=O)(=O)C)C)N2CCOCC2 (N-[1-(2-chloro-4-morpholin-4-yl-thieno[3,2-d]pyrimidin-6-ylmethyl)-piperidin-4-yl]-N-methyl-methanesulfonamide), CN(S(=O)(=O)C)C1CCNCC1 (N-methyl-N-piperidin-4-yl-methanesulfonamide), amine, CN(S(=O)(=O)C)C1CCNCC1 (N-methyl-N-piperidin-4-yl-methanesulfonamide), C(C)(C)(C)OC(=O)N1CCC(CC1)NC (4-methylamino-piperidine-1-carboxylic acid tert-butyl ester), CS(=O)(=O)Cl (methanesulfonyl chloride). The product is N1N=CC2=C(C=CC=C12)C=1N=C(C2=C(N1)C=C(S2)CN2CCC(CC2)N(S(=O)(=O)C)C)N2CCOCC2 (N-{1-[2-(1H-Indazol-4-yl)-4-morpholin-4-yl-thieno[3,2-d]pyrimidin-6-ylmethyl]-piperidin-4-yl}-N-methyl-methanesulfonamide). Reaction SMILES: Cl[C:2]1[N:3]=[C:4]([N:24]2[CH2:29][CH2:28][O:27][CH2:26][CH2:25]2)[C:5]2[S:10][C:9]([CH2:11][N:12]3[CH2:17][CH2:16][CH:15]([N:18]([CH3:23])[S:19]([CH3:22])(=[O:21])=[O:20])[CH2:14][CH2:13]3)=[CH:8][C:6]=2[N:7]=1.C[N:31]([CH:36]1[CH2:41][CH2:40][NH:39][CH2:38][CH2:37]1)S(C)(=O)=O.[C:42](OC(N1CCC(NC)CC1)=O)(C)(C)[CH3:43].CS(Cl)(=O)=O>>[NH:31]1[C:36]2[C:37](=[C:42]([C:2]3[N:3]=[C:4]([N:24]4[CH2:29][CH2:28][O:27][CH2:26][CH2:25]4)[C:5]4[S:10][C:9]([CH2:11][N:12]5[CH2:17][CH2:16][CH:15]([N:18]([CH3:23])[S:19]([CH3:22])(=[O:21])=[O:20])[CH2:14][CH2:13]5)=[CH:8][C:6]=4[N:7]=3)[CH:43]=[CH:40][CH:41]=2)[CH:38]=[N:39]1. Reactants: C(C)OC(C(C(=O)OCC)CCC=C(F)F)=O (2-(4,4-difluorobut-3-en-1-yl)malonic acid diethyl ester), CO (methanol), C([O-])([O-])=O.[K+].[K+] (potassium carbonate). Solvent: O (water). Reaction conditions: time 15 hour. Yields the product FC(=CCCC(C(=O)O)C(=O)O)F (2-(4,4-Difluorobut-3-en-1-yl)malonic acid). Reaction SMILES: C([O:3][C:4](=[O:17])[CH:5]([CH2:11][CH2:12][CH:13]=[C:14]([F:16])[F:15])[C:6]([O:8]CC)=[O:7])C.CO.C(=O)([O-])[O-].[K+].[K+]>O>[F:15][C:14]([F:16])=[CH:13][CH2:12][CH2:11][CH:5]([C:6]([OH:8])=[O:7])[C:4]([OH:17])=[O:3] |f:2.3.4|. Procedure details: 34.9 g of 2-(4,4-difluorobut-3-en-1-yl)malonic acid diethyl ester are added to 50 ml of methanol. 50 g of potassium carbonate dissolved in 150 ml of water are slowly added dropwise at room temperature and then the mixture is heated to reflux temperature and stirred at that temperature for 15 hours. The reaction mixture is concentrated to dryness by evaporation in a rotary evaporator and the residue is treated with concentrated hydrochloric acid until a pH value of 1 has been obtained and then ex... Reactants: Cl (HCl), CC=1SC(=CC1)C (2,5-Dimethylthiophene), ClC(=O)C(C(=O)OC)CC (methyl chloroformylbutyrate), ClCCCl (1,2-dichloroethane), [Al+3].[Cl-].[Cl-].[Cl-] (AlCl3). Conditions: temperature -10 celsius, time 1 hour. Yields the product CC=1SC(=CC1CCCCC(=O)O)C (5-(2,5-dimethyl-3-thiophenyl)pentanoic acid). Yield: 86.0%. RXN SMILES: [CH3:1][C:2]1[S:3][C:4]([CH3:7])=[CH:5][CH:6]=1.ClC([CH:11]([CH2:16][CH3:17])[C:12]([O:14]C)=[O:13])=O.[Al+3].[Cl-].[Cl-].[Cl-].Cl.Cl[CH2:24]CCl>>[CH3:1][C:2]1[S:3][C:4]([CH3:7])=[CH:5][C:6]=1[CH2:24][CH2:17][CH2:16][CH2:11][C:12]([OH:14])=[O:13] |f:2.3.4.5|. Reported procedure: 2,5-Dimethylthiophene (8 g, 71.4 mmol) and methyl chloroformylbutyrate (10 g, 65.8 mmol) are dissolved in 40 mL 1,2-dichloroethane. The reaction mixture is then cooled to -10° C. AlCl3 was added in portion in 15 min. The resulting mixture is stirred at 0° C. for another 1 hr., poured into ice and concentrated HCl (3:1), and extracted with dichloromethane. The organic layer is washed with 10% HCl, water and 5% sodium bicarbonate. It is then dried over sodium sulfate and the solvent evaporated und...